Dataset: the Open Reaction Database (ORD), a public repository of structured organic reaction records. Task: describe an organic reaction: reactants, conditions, products, and yield Yield: 88.0%. Reactants: C(O)([O-])=O.[Na+] (sodium hydrogen carbonate), [BH4-].[Na+] (sodium borohydride), CC(C#N)(C)N1CCCC1 (2-methyl-2-(1-pyrrolidinyl)propanenitrile), C1(=CC=CC=C1)[Li] (phenyllithium), solution. Run at temperature -70 celsius, time 2 hour. Procedure: To a solution of 2-methyl-2-(1-pyrrolidinyl)propanenitrile D4 (10.7 g; 77.54 mmol) in THF (400 ml) at −70° C. under argon was added over 10 minutes a solution of phenyllithium in dibutylether (86.3 ml of a 1.8M solution; 155 mmol). The reaction mixture was stirred at −70° C. for 2 hours then allowed to warm to room temperature and stirred overnight. The reaction mixture was cooled in ice as saturated aqueous sodium hydrogen carbonate (400 ml) was added. After stirring for a further 30 minutes th... Run in C1CCOC1 (THF), C(CCC)OCCCC (dibutylether). Yields the product CC(C(C1=CC=CC=C1)N)(C)N1CCCC1 ((±)[2-Methyl-1-phenyl-2-(1-pyrrolidinyl)propyl]amine). RXN SMILES: [CH3:1][C:2]([N:6]1[CH2:10][CH2:9][CH2:8][CH2:7]1)([CH3:5])[C:3]#[N:4].[C:11]1([Li])[CH:16]=[CH:15][CH:14]=[CH:13][CH:12]=1.C(=O)([O-])O.[Na+].[BH4-].[Na+]>C1COCC1.C(OCCCC)CCC>[CH3:1][C:2]([N:6]1[CH2:10][CH2:9][CH2:8][CH2:7]1)([CH3:5])[CH:3]([NH2:4])[C:11]1[CH:16]=[CH:15][CH:14]=[CH:13][CH:12]=1 |f:2.3,4.5|. Reported procedure: To a solution of 6,7-dimethoxy-1-methylisoquinolin-3-ol CCH 18060 (51 mg, 233 μmol) in toluene (15 mL) in a 20 mL microwave vial equipped with a magnetic stirrer was added a 2 N aq. KOH solution (0.22 mL, 0.44 mmol) at RT followed by CCH 29192 (50 mg, 194 μmol) and the mixture was stirred at 150° C. for 1.5 h under microwave irradiation. After cooling to RT, the mixture was diluted with H2O (10 mL) before extraction with EtOAc (50 mL). The organic layer was isolated and the aqueous layer was fur... Conditions: temperature 150 celsius, time 1.5 hour. Yields the product C(C)OC1=C2C=C(C=NC2=CC=C1)CC1=C(N=C(C2=CC(=C(C=C12)OC)OC)C)O (4-((5-ethoxyquinolin-3-yl)methyl)-6,7-dimethoxy-1-methylisoquinolin-3-ol). As a reaction SMILES: [CH3:1][O:2][C:3]1[CH:4]=[C:5]2[C:10](=[CH:11][C:12]=1[O:13][CH3:14])[C:9]([CH3:15])=[N:8][C:7]([OH:16])=[CH:6]2.[OH-].[K+].Cl.Cl[CH2:21][C:22]1[CH:23]=[N:24][C:25]2[C:30]([CH:31]=1)=[C:29]([O:32][CH2:33][CH3:34])[CH:28]=[CH:27][CH:26]=2>C1(C)C=CC=CC=1.O.CCOC(C)=O>[CH2:33]([O:32][C:29]1[CH:28]=[CH:27][CH:26]=[C:25]2[C:30]=1[CH:31]=[C:22]([CH2:21][C:6]1[C:5]3[C:10](=[CH:11][C:12]([O:13][CH3:14])=[C:3]([O:2][CH3:1])[CH:4]=3)[C:9]([CH3:15])=[N:8][C:7]=1[OH:16])[CH:23]=[N:24]2)[CH3:34] |f:1.2,3.4|. Starting materials: Cl.ClCC=1C=NC2=CC=CC(=C2C1)OCC (3-(chloromethyl)-5-ethoxyquinoline hydrochloride), COC=1C=C2C=C(N=C(C2=CC1OC)C)O (6,7-dimethoxy-1-methylisoquinolin-3-ol), COC=1C=C2C=C(N=C(C2=CC1OC)C)O (6,7-Dimethoxy-1-methylisoquinolin-3-ol), [OH-].[K+] (KOH). The solvent is O (H2O), CCOC(=O)C (EtOAc), C1(=CC=CC=C1)C (toluene). Reactants: CN(C)c1ccc(C=O)cc1, Cc1ccccc1, CC(C)c1ccc(N)cc1. The product is CC(C)c1ccc(NCc2ccc(N(C)C)cc2)cc1. Reaction SMILES: [CH3:1][N:2]([c:3]1[cH:4][cH:5][c:6]([CH:7]=[O:8])[cH:9][cH:10]1)[CH3:11].[CH3:22][c:23]1[cH:24][cH:25][cH:26][cH:27][cH:28]1.[CH:12]([CH3:13])([CH3:14])[c:15]1[cH:16][cH:17][c:18]([NH2:19])[cH:20][cH:21]1>>[CH3:1][N:2]([c:3]1[cH:4][cH:5][c:6]([CH2:7][NH:19][c:18]2[cH:17][cH:16][c:15]([CH:12]([CH3:13])[CH3:14])[cH:21][cH:20]2)[cH:9][cH:10]1)[CH3:11]. The reactants are ClC=1C=CC(=C(C(C2=CC=CC=C2)=N)C1)O (5-chloro-2-hydroxy-benzophenone imine), Cl.C(C)OC(C(C(=O)OCC)N)=O (aminomalonic acid diethyl ester hyrochloride). Solvent: N1=CC=CC=C1 (pyridine). Yields the product C(C)OC(C(C(=O)OCC)N=C(C1=C(C=CC(=C1)Cl)O)C1=CC=CC=C1)=O ([(5-chloro-2-hydroxy-α-phenylbenzyliden)amino] malonic acid diethyl ester). Reaction SMILES: [Cl:1][C:2]1[CH:3]=[CH:4][C:5]([OH:16])=[C:6]([CH:15]=1)[C:7](=[NH:14])[C:8]1[CH:13]=[CH:12][CH:11]=[CH:10][CH:9]=1.Cl.[CH2:18]([O:20][C:21](=[O:29])[CH:22](N)[C:23]([O:25][CH2:26][CH3:27])=[O:24])[CH3:19]>N1C=CC=CC=1>[CH2:18]([O:20][C:21](=[O:29])[CH:22]([N:14]=[C:7]([C:8]1[CH:13]=[CH:12][CH:11]=[CH:10][CH:9]=1)[C:6]1[CH:15]=[C:2]([Cl:1])[CH:3]=[CH:4][C:5]=1[OH:16])[C:23]([O:25][CH2:26][CH3:27])=[O:24])[CH3:19] |f:1.2|. Procedure: A suspension of 9.2 g. of 5-chloro-2-hydroxy-benzophenone imine in 60 ml. of ehtanol is treated with 12.6 g. of aminomalonic acid diethyl ester hyrochloride and 5.0 ml. of pyridine and the mixture boiled at reflux for 1 hour while stirring. The mixture is then concentrated to dryness under reduced pressure and the residue partitioned between toluene and water. The organic phase is washed with water, briefly dried over sodium sulfate and evaporated to dryness. The residual oily residue crystalliz... The reactants are O=C([O-])O, ClCCl, Cl, [Na+], O, N#Cc1cccc(C(O)c2cccc(C=Cc3ccc4ccccc4n3)c2)c1. Yields the product N#Cc1cccc(C(Cl)c2cccc(C=Cc3ccc4ccccc4n3)c2)c1. Reaction SMILES: [C:30](=[O:31])([OH:32])[O-:33].[Cl:35][CH2:36][Cl:37].[ClH:29].[Na+:34].[OH2:38].[OH:1][CH:2]([c:3]1[cH:4][c:5]([CH:9]=[CH:10][c:11]2[n:12][c:13]3[cH:14][cH:15][cH:16][cH:17][c:18]3[cH:19][cH:20]2)[cH:6][cH:7][cH:8]1)[c:21]1[cH:22][c:23]([C:24]#[N:25])[cH:26][cH:27][cH:28]1>>[CH:2]([c:3]1[cH:4][c:5]([CH:9]=[CH:10][c:11]2[n:12][c:13]3[cH:14][cH:15][cH:16][cH:17][c:18]3[cH:19][cH:20]2)[cH:6][cH:7][cH:8]1)([c:21]1[cH:22][c:23]([C:24]#[N:25])[cH:26][cH:27][cH:28]1)[Cl:29]. The reactants are C1=CC(=CC(=C1)Cl)C(=O)OO (MCPBA), CC=1N=C(SC1)NC1=NC=CC(=C1)SC1=CC=CC=C1 (N-(4-methylthiazol-2-yl)-4-(phenylthio)pyridin-2-amine), C1=CC(=CC(=C1)Cl)C(=O)OO (MCPBA). The solvent is ClCCl (dichloromethane). Reaction conditions: temperature 0 celsius, time 2 hour. Product: CC=1N=C(SC1)NC1=NC=CC(=C1)S(=O)C1=CC=CC=C1 (4-methyl-N-(4-(phenylsulfinyl)pyridin-2-yl)thiazol-2-amine). Reaction SMILES: [CH3:1][C:2]1[N:3]=[C:4]([NH:7][C:8]2[CH:13]=[C:12]([S:14][C:15]3[CH:20]=[CH:19][CH:18]=[CH:17][CH:16]=3)[CH:11]=[CH:10][N:9]=2)[S:5][CH:6]=1.C1C=C(Cl)C=C(C(OO)=[O:29])C=1>ClCCl>[CH3:1][C:2]1[N:3]=[C:4]([NH:7][C:8]2[CH:13]=[C:12]([S:14]([C:15]3[CH:16]=[CH:17][CH:18]=[CH:19][CH:20]=3)=[O:29])[CH:11]=[CH:10][N:9]=2)[S:5][CH:6]=1. Procedure details: A 50 mL round bottom flask was charged with N-(4-methylthiazol-2-yl)-4-(phenylthio)pyridin-2-amine (0.050 g, 0.17 mmol) and dichloromethane (5 mL). The solution was cooled to 0° C., then MCPBA (0.029 g, 0.17 mmol) was added and the reaction mixture was stirred at room temperature for 2 hours. An additional 15 mg of MCPBA were added and the reaction mixture was stirred overnight. The reaction mixture was quenched with sodium bisulfite and extracted with dichloromethane. The organic layer was wash... Reactants: CSC1=C(C(=CC=C1)SC)S(=O)(=O)NC(C)(C)C (2,6-bis(methylthio)-N-(1,1-dimethylethyl)benzenesulfonamide). Run in FC(C(=O)O)(F)F (trifluoroacetic acid). Reaction conditions: time 10 minute. Product: CSC1=C(C(=CC=C1)SC)S(=O)(=O)N (2,6-bis(methylthio)benzenesulfonamide). The yield is 84.0%. RXN SMILES: [CH3:1][S:2][C:3]1[CH:8]=[CH:7][CH:6]=[C:5]([S:9][CH3:10])[C:4]=1[S:11]([NH:14]C(C)(C)C)(=[O:13])=[O:12]>FC(F)(F)C(O)=O>[CH3:1][S:2][C:3]1[CH:8]=[CH:7][CH:6]=[C:5]([S:9][CH3:10])[C:4]=1[S:11]([NH2:14])(=[O:12])=[O:13]. Reported procedure: A brown solution of 70 g of 2,6-bis(methylthio)-N-(1,1-dimethylethyl)benzenesulfonamide in 200 ml trifluoroacetic acid was stirred at room temperature. After 10 minutes, a heavy precipitate formed, the suspension was stirred for 18 hours. The resulting solid was collected by filtration and dissolved in 10% NaOH, filtered and the filtrate acidified with 10% HCl. The precipitated solid was washed with water and air dried to provide 48 g of 2,6-bis(methylthio)benzenesulfonamide, m.p. 197°-199°. Reactants: FC=1C(=C2CCN(N3C2=C(C1)C(C(=C3)C(=O)OC)=O)C)O (Methyl 5-Fluoro-4-hydroxy-2,3-dihydro-1-methyl-7-oxo-1H,7H-pyrido[3,2,1-ij]cinnoline-8-carboxylate), N1=CC=CC=C1 (pyridine), CS(=O)(=O)Cl (methane-sulfonyl chloride). Solvent: C(Cl)(Cl)Cl (chloroform). Conditions: time 3 hour. The product is FC=1C(=C2CCN(N3C2=C(C1)C(C(=C3)C(=O)OC)=O)C)OS(=O)(=O)C (Methyl 5-Fluoro-4-methanesulfonyloxy-2,3-dihydro-1-methyl-7-oxo-1H,7H-pyrido[3,2,1-ij]cinnoline-8-carboxylate). The yield is 67.5%. RXN SMILES: [F:1][C:2]1[C:3]([OH:21])=[C:4]2[C:9]3=[C:10]([C:12](=[O:19])[C:13]([C:15]([O:17][CH3:18])=[O:16])=[CH:14][N:8]3[N:7]([CH3:20])[CH2:6][CH2:5]2)[CH:11]=1.N1C=CC=CC=1.[CH3:28][S:29](Cl)(=[O:31])=[O:30]>C(Cl)(Cl)Cl>[F:1][C:2]1[C:3]([O:21][S:29]([CH3:28])(=[O:31])=[O:30])=[C:4]2[C:9]3=[C:10]([C:12](=[O:19])[C:13]([C:15]([O:17][CH3:18])=[O:16])=[CH:14][N:8]3[N:7]([CH3:20])[CH2:6][CH2:5]2)[CH:11]=1. Reported procedure: 304 mg of the compound (167) obtained in Example 44 was added to 2 ml of pyridine, and 120 mg of methane-sulfonyl chloride was added to the solution. The solution was stirred for 3 hours at room temperature. 50 ml of chloroform was added to the solution, and the solution was washed with aqueous 5% citric acid solution. The organic layer was separated, and after drying over magnesium sulfate, the solvent was removed by distillation. To the residue, ethanol was added, and the solid matter was filt...